Dataset: the Open Reaction Database (ORD), a public repository of structured organic reaction records. Task: describe an organic reaction: reactants, conditions, products, and yield Reactants: O=C(O)C=Cc1ccc(NC2CCN(Cc3ccccc3)C2)cc1, CCN=C=NCCCN(C)C, NOC1CCCCO1, CN(C)C=O, O, On1nnc2ccccc21. The product is O=C(C=Cc1ccc(NC2CCN(Cc3ccccc3)C2)cc1)NOC1CCCCO1. As a reaction SMILES: [CH2:1]([c:2]1[cH:3][cH:4][cH:5][cH:6][cH:7]1)[N:8]1[CH2:9][CH:10]([NH:13][c:14]2[cH:15][cH:16][c:17]([CH:20]=[CH:21][C:22](=[O:23])[OH:24])[cH:18][cH:19]2)[CH2:11][CH2:12]1.[CH3:43][CH2:44][N:45]=[C:46]=[N:47][CH2:48][CH2:49][CH2:50][N:51]([CH3:52])[CH3:53].[O:25]1[CH:26]([O:31][NH2:32])[CH2:27][CH2:28][CH2:29][CH2:30]1.[O:54]=[CH:55][N:56]([CH3:57])[CH3:58].[OH2:59].[OH:33][n:34]1[c:35]2[c:36]([cH:37][cH:38][cH:39][cH:40]2)[n:41][n:42]1>>[CH2:1]([c:2]1[cH:3][cH:4][cH:5][cH:6][cH:7]1)[N:8]1[CH2:9][CH:10]([NH:13][c:14]2[cH:15][cH:16][c:17]([CH:20]=[CH:21][C:22](=[O:23])[NH:32][O:31][CH:26]3[O:25][CH2:30][CH2:29][CH2:28][CH2:27]3)[cH:18][cH:19]2)[CH2:11][CH2:12]1. Reactants: Cc1nc2sccn2c1C(=O)NCC1NCC2CC(C)CC21, COc1ccc(-c2sc(C)nc2C(=O)O)cc1. Yields the product COc1ccc(-c2sc(C)nc2C(=O)N2CC3CC(C)CC3C2CNC(=O)c2c(C)nc3sccn23)cc1. Reaction SMILES: [CH3:1][CH:2]1[CH2:3][CH:4]2[CH2:5][NH:6][CH:7]([CH2:10][NH:11][C:12](=[O:13])[c:14]3[c:15]([CH3:22])[n:16][c:17]4[s:18][cH:19][cH:20][n:21]34)[CH:8]2[CH2:9]1.[CH3:23][O:24][c:25]1[cH:26][cH:27][c:28](-[c:31]2[c:32]([C:37](=[O:38])[OH:39])[n:33][c:34]([CH3:36])[s:35]2)[cH:29][cH:30]1>>[CH3:1][CH:2]1[CH2:3][CH:4]2[CH2:5][N:6]([C:37]([c:32]3[c:31](-[c:28]4[cH:27][cH:26][c:25]([O:24][CH3:23])[cH:30][cH:29]4)[s:35][c:34]([CH3:36])[n:33]3)=[O:38])[CH:7]([CH2:10][NH:11][C:12](=[O:13])[c:14]3[c:15]([CH3:22])[n:16][c:17]4[s:18][cH:19][cH:20][n:21]34)[CH:8]2[CH2:9]1. Reactants: Cl.Cl.C(=C)[C@H]1CNCC[C@H]1CC[C@H](O)C1=CC=NC2=CC=C(C=C12)OC (3-[3(R)-ethenyl 4(R)-piperidyl]-1-(6-methoxy-4-quinolyl)-1(S)-propanol dihydrochloride), normal aqueous solution, [OH-].[Na+] (sodium hydroxide), aqueous solution, C=O (formaldehyde), C=1(C(=CC=CC1)CO)C.C(C)NCC (toluene-methanol diethylamine), [OH-].[Na+] (sodium hydroxide). The solvent is O (water). Run at temperature 120 celsius. Yields the product C(C)[C@@H]1CNCC[C@H]1CC[C@H](O)C1=CC=NC2=CC=C(C=C12)OC (3-[3(S)-ETHYL 4(R)-PIPERIDYL]-1-(6-METHOXY-4-QUINOLYL)-1(S)-PROPANOL). RXN SMILES: Cl.Cl.[CH:3]([C@@H:5]1[C@H:10]([CH2:11][CH2:12][C@@H:13]([C:15]2[C:24]3[C:19](=[CH:20][CH:21]=[C:22]([O:25][CH3:26])[CH:23]=3)[N:18]=[CH:17][CH:16]=2)[OH:14])[CH2:9][CH2:8][NH:7][CH2:6]1)=[CH2:4].[OH-].[Na+].C=O.C1(C)C(CO)=CC=CC=1.C(NCC)C>O>[CH2:3]([C@H:5]1[C@H:10]([CH2:11][CH2:12][C@@H:13]([C:15]2[C:24]3[C:19](=[CH:20][CH:21]=[C:22]([O:25][CH3:26])[CH:23]=3)[N:18]=[CH:17][CH:16]=2)[OH:14])[CH2:9][CH2:8][NH:7][CH2:6]1)[CH3:4] |f:0.1.2,3.4,6.7|. Procedure details: A mixture of 6 g of 3-[3(R)-ethenyl 4(R)-piperidyl]-1-(6-methoxy-4-quinolyl)-1(S)-propanol dihydrochloride, 15 ml of a normal aqueous solution of sodium hydroxide, 1.2 ml of a 0.4% aqueous solution of formaldehyde and 60 ml of water was heated at 120° C. for 24 hours in an autoclave. After cooling, the reaction medium was made alkaline by addition of sodium hydroxide lye and extracted with methylene chloride. The organic phase was washed with water, dried over magnesium sulfate and evaporated un... The reactants are S(=O)(=O)(C1=CC=C(C)C=C1)C#N (tosyl cyanide), COC1=CC=CC=2C=CSC21 (1-benzothien-7-yl methyl ether), C(CCC)[Li] (n-butyllithium), hexanes. Run in C1CCOC1 (THF), C1CCOC1 (THF). Run at time 1.5 hour. Product: COC1=CC=CC=2C=C(SC21)C#N (7-Methoxy-1-benzothiophene-2-carbonitrile). The yield is 26.9%. As a reaction SMILES: [CH3:1][O:2][C:3]1[C:11]2[S:10][CH:9]=[CH:8][C:7]=2[CH:6]=[CH:5][CH:4]=1.C([Li])CCC.S([C:27]#[N:28])(C1C=CC(C)=CC=1)(=O)=O>C1COCC1>[CH3:1][O:2][C:3]1[C:11]2[S:10][C:9]([C:27]#[N:28])=[CH:8][C:7]=2[CH:6]=[CH:5][CH:4]=1. Reported procedure: To a solution of 1-benzothien-7-yl methyl ether (1 g, 6.1 mmol) in THF (12 mL) at −78° C. was added a solution of 2.5 M n-butyllithium in hexanes (2.9 mL, 7.3 mmol). After stirring for 1.5 hr this solution was added dropwise to a solution of tosyl cyanide (1.66 g, 9.1 mmol) in THF (8 mL), this was left stirring at −78° C. for 0.5 hr and then warmed to room temperature. After 16 h this was poured onto ice-water and extracted with dichloromethane (3×50 mL). The combined organic extracts were washe... Reactants: [H-].[Na+] (sodium hydride), C1(CCCC1)NC1=NC(=NC=C1CNC1=C(C(=CC(=C1F)OC)OC)F)SC (cyclopentyl-(5-[(2,6-difluoro-3,5-dimethoxy-phenylamino)-methyl]-2-methylsulfanyl-pyrimidin-4-yl)-amine), C(=O)(N1C=NC=C1)N1C=NC=C1 (1,1′-carbonyldiimidazole). Solvent: O1CCCC1 (tetrahydrofuran). Run at temperature 0 celsius, time 30 minute. Product: C1(CCCC1)N1C(N(CC=2C1=NC(=NC2)SC)C2=C(C(=CC(=C2F)OC)OC)F)=O (1-Cyclopentyl-3-(2,6-difluoro-3,5-dimethoxy-phenyl)-7-methylsulfanyl-3,4-dihydro-1H-pyrimido[4,5-d]pyrimidin-2-one). RXN SMILES: [CH:1]1([NH:6][C:7]2[C:12]([CH2:13][NH:14][C:15]3[C:20]([F:21])=[C:19]([O:22][CH3:23])[CH:18]=[C:17]([O:24][CH3:25])[C:16]=3[F:26])=[CH:11][N:10]=[C:9]([S:27][CH3:28])[N:8]=2)[CH2:5][CH2:4][CH2:3][CH2:2]1.[H-].[Na+].[C:31](N1C=CN=C1)(N1C=CN=C1)=[O:32]>O1CCCC1>[CH:1]1([N:6]2[C:7]3=[N:8][C:9]([S:27][CH3:28])=[N:10][CH:11]=[C:12]3[CH2:13][N:14]([C:15]3[C:16]([F:26])=[C:17]([O:24][CH3:25])[CH:18]=[C:19]([O:22][CH3:23])[C:20]=3[F:21])[C:31]2=[O:32])[CH2:2][CH2:3][CH2:4][CH2:5]1 |f:1.2|. Procedure details: A solution of 16.33 g (0.0398 mol) of cyclopentyl-(5-[(2,6-difluoro-3,5-dimethoxy-phenylamino)-methyl]-2-methylsulfanyl-pyrimidin-4-yl)-amine in 288 mL of anhydrous tetrahydrofuran was cooled to 0° C. using an ice/acetone bath. The reaction mixture was treated with 3.98 g (0.0995 mol) of sodium hydride and continued stirring at 0° C. for 30 minutes. After 30 minutes, 19.35 g (0.019 mol) 1,1′-carbonyldiimidazole was added and continued to stir at 0° C. for an additional 30 minutes. After 1 hour, ...